describe an organic reaction: reactants, conditions, products, and yield From a dataset of the Open Reaction Database (ORD), a public repository of structured organic reaction records. Starting materials: C[Si](C)(C)Br, CC(=O)N([Si](C)(C)C)[Si](C)(C)C, CCOP(=O)(Cc1ccccc1)NC(Cc1ccccc1)C(=O)NC(CC(C)C)C(=O)O, ClCCl. Product: CC(C)CC(NC(=O)C(Cc1ccccc1)NP(=O)(O)Cc1ccccc1)C(=O)O. Reaction SMILES: [Br:45][Si:46]([CH3:47])([CH3:48])[CH3:49].[C:33]([N:34]([Si:35]([CH3:36])([CH3:37])[CH3:38])[Si:39]([CH3:40])([CH3:41])[CH3:42])(=[O:43])[CH3:44].[CH2:1]([CH3:2])[O:3][P:4](=[O:5])([NH:6][CH:7]([CH2:8][c:9]1[cH:10][cH:11][cH:12][cH:13][cH:14]1)[C:15](=[O:16])[NH:17][CH:18]([CH2:19][CH:20]([CH3:21])[CH3:22])[C:23](=[O:24])[OH:25])[CH2:26][c:27]1[cH:28][cH:29][cH:30][cH:31][cH:32]1.[CH2:50]([Cl:51])[Cl:52]>>[O:3]=[P:4]([OH:5])([NH:6][CH:7]([CH2:8][c:9]1[cH:10][cH:11][cH:12][cH:13][cH:14]1)[C:15](=[O:16])[NH:17][CH:18]([CH2:19][CH:20]([CH3:21])[CH3:22])[C:23](=[O:24])[OH:25])[CH2:26][c:27]1[cH:28][cH:29][cH:30][cH:31][cH:32]1. Reactants: CC1(C)OCC(COc2nc(S(C)(=O)=O)nc3[nH]nc(-c4ccccc4Cl)c23)O1, Oc1ccc(F)cc1F, [K+], [OH-]. The product is CC1(C)OCC(COc2nc(Oc3ccc(F)cc3F)nc3[nH]nc(-c4ccccc4Cl)c23)O1. RXN SMILES: [Cl:3][c:4]1[c:5](-[c:10]2[n:11][nH:12][c:13]3[n:14][c:15]([S:28]([CH3:29])(=[O:30])=[O:31])[n:16][c:17]([O:19][CH2:20][CH:21]4[O:22][C:23]([CH3:26])([CH3:27])[O:24][CH2:25]4)[c:18]23)[cH:6][cH:7][cH:8][cH:9]1.[F:32][c:33]1[c:34]([OH:40])[cH:35][cH:36][c:37]([F:39])[cH:38]1.[K+:2].[OH-:1]>>[Cl:3][c:4]1[c:5](-[c:10]2[n:11][nH:12][c:13]3[n:14][c:15]([O:40][c:34]4[c:33]([F:32])[cH:38][c:37]([F:39])[cH:36][cH:35]4)[n:16][c:17]([O:19][CH2:20][CH:21]4[O:22][C:23]([CH3:26])([CH3:27])[O:24][CH2:25]4)[c:18]23)[cH:6][cH:7][cH:8][cH:9]1. As a reaction SMILES: [CH3:27][OH:28].[K+:2].[NH2:3][c:4]1[n:5][c:6]([NH:21][CH2:22][CH2:23][CH2:24][CH2:25][CH3:26])[c:7]([CH2:11][c:12]2[cH:13][c:14]([CH2:18][C:19]#[N:20])[cH:15][cH:16][cH:17]2)[c:8]([CH3:10])[n:9]1.[OH-:1]>>[O:1]=[C:19]([CH2:18][c:14]1[cH:13][c:12]([CH2:11][c:7]2[c:6]([NH:21][CH2:22][CH2:23][CH2:24][CH2:25][CH3:26])[n:5][c:4]([NH2:3])[n:9][c:8]2[CH3:10])[cH:17][cH:16][cH:15]1)[O:28][CH3:27]. Product: CCCCCNc1nc(N)nc(C)c1Cc1cccc(CC(=O)OC)c1. Reactants: CO, [K+], CCCCCNc1nc(N)nc(C)c1Cc1cccc(CC#N)c1, [OH-]. Starting materials: COC(COCCC(C)CCCC(C)CCCC(C)CCCC(C)C)CS(=O)(=O)CCCOS(C)(=O)=O, CN(C)C, Cc1ccccc1. The product is COC(COCCC(C)CCCC(C)CCCC(C)CCCC(C)C)CS(=O)(=O)CCC[N+](C)(C)C, CS(=O)(=O)O. Reaction SMILES: [CH3:1][O:2][CH:3]([CH2:4][S:5](=[O:6])(=[O:7])[CH2:8][CH2:9][CH2:10][O:11][S:12](=[O:13])(=[O:14])[CH3:15])[CH2:16][O:17][CH2:18][CH2:19][CH:20]([CH2:21][CH2:22][CH2:23][CH:24]([CH2:25][CH2:26][CH2:27][CH:28]([CH2:29][CH2:30][CH2:31][CH:32]([CH3:33])[CH3:34])[CH3:35])[CH3:36])[CH3:37].[CH3:38][N:39]([CH3:40])[CH3:41].[CH3:42][c:43]1[cH:44][cH:45][cH:46][cH:47][cH:48]1>>[CH3:1][O:2][CH:3]([CH2:4][S:5](=[O:6])(=[O:7])[CH2:8][CH2:9][CH2:10][N+:39]([CH3:38])([CH3:40])[CH3:41])[CH2:16][O:17][CH2:18][CH2:19][CH:20]([CH2:21][CH2:22][CH2:23][CH:24]([CH2:25][CH2:26][CH2:27][CH:28]([CH2:29][CH2:30][CH2:31][CH:32]([CH3:33])[CH3:34])[CH3:35])[CH3:36])[CH3:37].[O:11]=[S:12](=[O:13])([OH:14])[CH3:15]. The reactants are COc1ccccc1N1CCNCC1, CS(C)=O, CCOC(C)=O, Cc1ccc(C(=O)CCCCCl)cc1S(N)(=O)=S, [Na+], [Na+], O=C([O-])[O-], O. Yields the product COc1ccccc1N1CCN(CCCCC(=O)c2ccc(C)c(S(N)(=O)=S)c2)CC1. RXN SMILES: [CH3:19][O:20][c:21]1[c:22]([N:27]2[CH2:28][CH2:29][NH:30][CH2:31][CH2:32]2)[cH:23][cH:24][cH:25][cH:26]1.[CH3:39][S:40](=[O:41])[CH3:42].[CH3:43][CH2:44][O:45][C:46](=[O:47])[CH3:48].[Cl:1][CH2:2][CH2:3][CH2:4][CH2:5][C:6](=[O:7])[c:8]1[cH:9][cH:10][c:11]([CH3:18])[c:12]([S:14](=[O:15])(=[S:16])[NH2:17])[cH:13]1.[Na+:33].[Na+:34].[O-:35][C:36](=[O:37])[O-:38].[OH2:49]>>[CH2:2]([CH2:3][CH2:4][CH2:5][C:6](=[O:7])[c:8]1[cH:9][cH:10][c:11]([CH3:18])[c:12]([S:14](=[O:15])(=[S:16])[NH2:17])[cH:13]1)[N:30]1[CH2:29][CH2:28][N:27]([c:22]2[c:21]([O:20][CH3:19])[cH:26][cH:25][cH:24][cH:23]2)[CH2:32][CH2:31]1. Reactants: Cl (hydrochloric acid), O=C1C(=COC2=C1C=CC=C2)/C=C/C#N (trans-3-(4-oxo-4H-1-benzopyran-3-yl)-acrylonitrile), [N-]=[N+]=[N-].[Na+] (sodium azide), [Cl-].[Al+3].[Cl-].[Cl-] (aluminum chloride). Solvent: O1CCCC1 (tetrahydrofuran). Yields the product O=C1C(=COC2=C1C=CC=C2)\C=C\C2=NN=NN2 (trans-1-(4-oxo-4H-1-benzopyran-3-yl)-2-(1H-tetrazol-5-yl) ethylene). Reaction SMILES: [Cl-].[Al+3].[Cl-].[Cl-].[O:5]=[C:6]1[C:11]2[CH:12]=[CH:13][CH:14]=[CH:15][C:10]=2[O:9][CH:8]=[C:7]1/[CH:16]=[CH:17]/[C:18]#[N:19].[N-:20]=[N+:21]=[N-:22].[Na+].Cl>O1CCCC1>[O:5]=[C:6]1[C:11]2[CH:12]=[CH:13][CH:14]=[CH:15][C:10]=2[O:9][CH:8]=[C:7]1/[CH:16]=[CH:17]/[C:18]1[NH:22][N:21]=[N:20][N:19]=1 |f:0.1.2.3,5.6|. Procedure: Under stirring, 4.6 parts of anhydrous aluminum chloride are added to 100 volume parts of dry tetrahydrofuran, followed by the addition of 3.11 parts of trans-3-(4-oxo-4H-1-benzopyran-3-yl)-acrylonitrile and 4.5 parts of sodium azide. The whole mixture is refluxed for 28 hours and, then, 35 volume parts of 15 weight% hydrochloric acid are added to the resulting mixture, followed by distilling off tetrahydrofuran under reduced pressure. The resulting residue is recovered by filtration and recryst... The reactants are FC(C(=O)O)(F)F (Trifluoroacetic acid), C(C)(C)(C)OC(=O)NC1CN(CCC1)C=1C=C(C(=O)OC)C=CC1 (methyl 3-[3-(tert-butoxycarbonylamino)piperidin-1-yl]benzoate). Solvent: ClCCl (dichloromethane). Run at time 1 hour. Yields the product NC1CN(CCC1)C=1C=C(C(=O)OC)C=CC1 (Methyl 3-(3-aminopiperidin-1-yl)benzoate). The yield is 50.0%. As a reaction SMILES: FC(F)(F)C(O)=O.C(OC([NH:15][CH:16]1[CH2:21][CH2:20][CH2:19][N:18]([C:22]2[CH:23]=[C:24]([CH:29]=[CH:30][CH:31]=2)[C:25]([O:27][CH3:28])=[O:26])[CH2:17]1)=O)(C)(C)C>ClCCl>[NH2:15][CH:16]1[CH2:21][CH2:20][CH2:19][N:18]([C:22]2[CH:23]=[C:24]([CH:29]=[CH:30][CH:31]=2)[C:25]([O:27][CH3:28])=[O:26])[CH2:17]1. Reported procedure: Trifluoroacetic acid (2 mL) was added to methyl 3-[3-(tert-butoxycarbonylamino)piperidin-1-yl]benzoate (451 mg, 1.35 mmol) in dichloromethane (2 mL). The reaction mixture was stirred at room temperature for 1 hour. Subsequently, the mixture was concentrated and a saturated aqueous sodium bicarbonate solution was added to the residue to make it basic. The mixture was extracted with ethyl acetate and the organic layer washed with brine and dried over magnesium sulfate. Evaporation of the solvent g...